From a dataset of the Open Reaction Database (ORD), a public repository of structured organic reaction records. describe an organic reaction: reactants, conditions, products, and yield Starting materials: CO, [Na+], [OH-], CCOC(=O)C(C)c1nccs1. The product is CC(C(=O)O)c1nccs1. Reaction SMILES: [CH3:15][OH:16].[Na+:14].[OH-:13].[s:1]1[c:2]([CH:6]([C:7](=[O:8])[O:9][CH2:10][CH3:11])[CH3:12])[n:3][cH:4][cH:5]1>>[s:1]1[c:2]([CH:6]([C:7](=[O:8])[OH:9])[CH3:12])[n:3][cH:4][cH:5]1. Reactants: C(C)(=O)OCC (ethyl acetate), N1=CC(=CC=C1)B(CC)CC (3-pyridyldiethylborane), C([O-])([O-])=O.[Na+].[Na+] (sodium carbonate), BrC=1C=C2C(=NN(C2=CC1C1=CC=C(C=C1)OCC1=CC=CC=C1)COCC[Si](C)(C)C)NC(CCC)=O (N-[5-bromo-6-[4-(phenylmethoxy)phenyl]-1-[[2-(trimethylsilyl)ethoxy]methyl]-1H-indazol-3-yl]butanamide). The reagents and catalysts are C=1C=CC(=CC1)[P](C=2C=CC=CC2)(C=3C=CC=CC3)[Pd]([P](C=4C=CC=CC4)(C=5C=CC=CC5)C=6C=CC=CC6)([P](C=7C=CC=CC7)(C=8C=CC=CC8)C=9C=CC=CC9)[P](C=1C=CC=CC1)(C=1C=CC=CC1)C=1C=CC=CC1 (tetrakis(triphenylphosphine)palladium). The solvent is O (water), O (water), O1CCOCC1 (dioxane). Product: N1=CC(=CC=C1)C=1C=C2C(=NN(C2=CC1C1=CC=C(C=C1)OCC1=CC=CC=C1)COCC[Si](C)(C)C)NC(CCC)=O (N-[5-(3-pyridyl)-6-[4-(phenylmethoxy)phenyl]-1-[[2-(trimethylsilyl)ethoxy]-methyl]-1H-indazol-3-yl]butanamide). Yield: 160.5%. RXN SMILES: [N:1]1[CH:6]=[CH:5][CH:4]=[C:3](B(CC)CC)[CH:2]=1.C(=O)([O-])[O-].[Na+].[Na+].Br[C:19]1[CH:20]=[C:21]2[C:25](=[CH:26][C:27]=1[C:28]1[CH:33]=[CH:32][C:31]([O:34][CH2:35][C:36]3[CH:41]=[CH:40][CH:39]=[CH:38][CH:37]=3)=[CH:30][CH:29]=1)[N:24]([CH2:42][O:43][CH2:44][CH2:45][Si:46]([CH3:49])([CH3:48])[CH3:47])[N:23]=[C:22]2[NH:50][C:51](=[O:55])[CH2:52][CH2:53][CH3:54].C(OCC)(=O)C>O.O1CCOCC1.C1C=CC([P]([Pd]([P](C2C=CC=CC=2)(C2C=CC=CC=2)C2C=CC=CC=2)([P](C2C=CC=CC=2)(C2C=CC=CC=2)C2C=CC=CC=2)[P](C2C=CC=CC=2)(C2C=CC=CC=2)C2C=CC=CC=2)(C2C=CC=CC=2)C2C=CC=CC=2)=CC=1>[N:1]1[CH:6]=[CH:5][CH:4]=[C:3]([C:19]2[CH:20]=[C:21]3[C:25](=[CH:26][C:27]=2[C:28]2[CH:29]=[CH:30][C:31]([O:34][CH2:35][C:36]4[CH:41]=[CH:40][CH:39]=[CH:38][CH:37]=4)=[CH:32][CH:33]=2)[N:24]([CH2:42][O:43][CH2:44][CH2:45][Si:46]([CH3:47])([CH3:48])[CH3:49])[N:23]=[C:22]3[NH:50][C:51](=[O:55])[CH2:52][CH2:53][CH3:54])[CH:2]=1 |f:1.2.3,^1:72,74,93,112|. Procedure: 371 mg of 3-pyridyldiethylborane, 428 mg of sodium carbonate in 30 cm3 of water, and 258 mg of tetrakis(triphenylphosphine)palladium are added to 1 g of N-[5-bromo-6-[4-(phenylmethoxy)phenyl]-1-[[2-(trimethylsilyl)ethoxy]methyl]-1H-indazol-3-yl]butanamide, prepared in Example 63, in 100 cm3 of dioxane, and the mixture is refluxed for 18 hours. 100 cm3 of ethyl acetate and 100 cm of water are added and the reaction medium is filtered through a sinter funnel packed with Celite. The organic phase i... The reactants are CC=1C(=C2C(=C(C1O)C)CC[C@](O2)(C)C(=O)O)C ((R)-Trolox), C(=O)(N1C=NC=C1)N1C=NC=C1 (1,1′-carbonyldiimidazole), Cl.N[C@@H]1C(=O)OCC1 ((S)-2-amino4-butyrolactone hydrochloride), C(C)(C)N(C(C)C)CC (N,N-diisopropylethylamine). Run in C1CCOC1 (THF), CN(C)C=O (DMF). Run at temperature 23 celsius, time 15 hour. Yields the product OC=1C(=C2CC[C@@](OC2=C(C1C)C)(C(=O)N[C@@H]1C(OCC1)=O)C)C ((2R)-6-hydroxy-2,5,7,8-tetramethyl-N-[(3S)-2-oxotetrahydro-3-furanyl]-3,4-dihydro-2H-chromene-2-carboxamide). Reaction SMILES: [CH3:1][C:2]1[C:3]([CH3:18])=[C:4]2[O:13][C@:12]([C:15]([OH:17])=O)([CH3:14])[CH2:11][CH2:10][C:5]2=[C:6]([CH3:9])[C:7]=1[OH:8].C(N1C=CN=C1)(N1C=CN=C1)=O.Cl.[NH2:32][C@H:33]1[CH2:38][CH2:37][O:36][C:34]1=[O:35].C(N(CC)C(C)C)(C)C>C1COCC1.CN(C=O)C>[OH:8][C:7]1[C:6]([CH3:9])=[C:5]2[C:4](=[C:3]([CH3:18])[C:2]=1[CH3:1])[O:13][C@@:12]([CH3:14])([C:15]([NH:32][C@H:33]1[CH2:38][CH2:37][O:36][C:34]1=[O:35])=[O:17])[CH2:11][CH2:10]2 |f:2.3|. Reported procedure: A solution of 1.82 g (7.27 mmoles) of (R)-Trolox and 1.18 g (7.27 mmoles) of 1,1′-carbonyldiimidazole (CDI) in 15 ml of anhydrous THF is stirred for 1 hour at 23° C., before adding a solution of 1 g (7.27 mmoles) of (S)-2-amino4-butyrolactone hydrochloride and 1.27 ml (7.27 mmoles) of N,N-diisopropylethylamine (DIEA) in 15 ml of anhydrous DMF. The reaction mixture is stirred for 15 hours at 23° C. and finally concentrated to dryness under vacuum. The residue is dissolved in 100 ml of AcOEt and t... Reactants: FC(C(=O)NC1=NN(CC1)C1=CC=C(C=C1)C(C(F)(F)F)=O)(F)F (2,2,2-Trifluoro-N-[1-(p-trifluoroacetylphenyl)-2-pyrazolin-3-yl]acetamide), C(CC)(=O)OC(CC)=O (propionic anhydride), Example 10 ( B ). The reagents and catalysts are CN(C1=CC=NC=C1)C (4-dimethylaminopyridine). Run in ClCCl (dichloromethane). Product: C1(=CC=CC=C1)N1N=C(CC1)NC(CC)=O (N-(1-Phenyl-2-pyrazolin-3-yl)propionamide). RXN SMILES: F[C:2](F)(F)[C:3]([NH:5][C:6]1[CH2:10][CH2:9][N:8]([C:11]2[CH:16]=[CH:15][C:14](C(=O)C(F)(F)F)=[CH:13][CH:12]=2)[N:7]=1)=[O:4].[C:25](OC(=O)CC)(=O)CC>CN(C)C1C=CN=CC=1.ClCCl>[C:11]1([N:8]2[CH2:9][CH2:10][C:6]([NH:5][C:3](=[O:4])[CH2:2][CH3:25])=[N:7]2)[CH:16]=[CH:15][CH:14]=[CH:13][CH:12]=1. Procedure: A mixture of 10.0 g. of 3-amino-1-phenyl-2-pyrazoline (prepared as described in Example 8), 50 ml. of propionic anhydride and 200 mg. of 4-dimethylaminopyridine is kept at room temperature for 30 minutes. The mixture is cooled and filtered to give yellow crystals. The solid is dissolved in dichloromethane and is columnized and crystallized as for Example 10 (B) to yield 4.55 g. of the product of the Example as colorless crystals, m.p. 170.5°-171° C. Reactants: CO, CCOC(C)=O, ClP(Cl)Cl, ClCCl, Clc1ccccc1, NCc1cccs1, O=C(O)c1cccnc1S. Product: O=C(NCc1cccs1)c1cccnc1S. Reaction SMILES: [CH3:25][OH:26].[CH3:34][CH2:35][O:36][C:37](=[O:38])[CH3:39].[Cl:18][P:19]([Cl:20])[Cl:21].[Cl:22][CH2:23][Cl:24].[Cl:27][c:28]1[cH:29][cH:30][cH:31][cH:32][cH:33]1.[NH2:11][CH2:12][c:13]1[s:14][cH:15][cH:16][cH:17]1.[SH:1][c:2]1[c:3]([C:4](=[O:5])[OH:6])[cH:7][cH:8][cH:9][n:10]1>>[SH:1][c:2]1[c:3]([C:4](=[O:6])[NH:11][CH2:12][c:13]2[s:14][cH:15][cH:16][cH:17]2)[cH:7][cH:8][cH:9][n:10]1.